Dataset: the Open Reaction Database (ORD), a public repository of structured organic reaction records. Task: describe an organic reaction: reactants, conditions, products, and yield Reactants: [OH-].[Na+] (sodium hydroxide), aqueous solution, O1COC2=C1C=CC(=C2)C(C(=O)NS(=O)(=O)C2=C(C=C(C=C2)C)OC)C2=CN(C1=CC(=CC=C21)C(=O)OC)C (Methyl 3-{1-(1,3-benzodioxol-5-yl)-2-[(2-methoxy-4-methylphenyl)sulfonyl-amino]-2-oxoethyl}-1-methyl-1H-indole-6-carboxylate), Cl (hydrochloric acid). Solvent: CO (methanol), O (water), ClCCl (dichloromethane). Reaction conditions: temperature 45 celsius. Product: O1COC2=C1C=CC(=C2)C(C(=O)NS(=O)(=O)C2=C(C=C(C=C2)C)OC)C2=CN(C1=CC(=CC=C21)C(=O)O)C (3-{1-(1,3-Benzodioxol-5-yl)-2-[(2-methoxy-4-methylphenyl)sulfonylamino]-2-oxoethyl}-1-methyl-1H-indole-6-carboxylic acid). Isolated yield 92.4%. As a reaction SMILES: [OH-].[Na+].[O:3]1[C:7]2[CH:8]=[CH:9][C:10]([CH:12]([C:28]3[C:36]4[C:31](=[CH:32][C:33]([C:37]([O:39]C)=[O:38])=[CH:34][CH:35]=4)[N:30]([CH3:41])[CH:29]=3)[C:13]([NH:15][S:16]([C:19]3[CH:24]=[CH:23][C:22]([CH3:25])=[CH:21][C:20]=3[O:26][CH3:27])(=[O:18])=[O:17])=[O:14])=[CH:11][C:6]=2[O:5][CH2:4]1.Cl>CO.O.ClCCl>[O:3]1[C:7]2[CH:8]=[CH:9][C:10]([CH:12]([C:28]3[C:36]4[C:31](=[CH:32][C:33]([C:37]([OH:39])=[O:38])=[CH:34][CH:35]=4)[N:30]([CH3:41])[CH:29]=3)[C:13]([NH:15][S:16]([C:19]3[CH:24]=[CH:23][C:22]([CH3:25])=[CH:21][C:20]=3[O:26][CH3:27])(=[O:17])=[O:18])=[O:14])=[CH:11][C:6]=2[O:5][CH2:4]1 |f:0.1|. Procedure: Aqueous sodium hydroxide (9.0 liters of a 20% aqueous solution) was added to a stirred suspension of methyl 3-{1-(1,3-benzodioxol-5-yl)-2-[(2-methoxy4-methylphenyl)-sulfonylamino]-2-oxoethyl}-1-methyl-1H-indole-6-carboxylate (from step (b), 5.0 kg) in methanol (25 liters) and demineralised water (20 liters). The suspension was warmed to 45° C. for 1.5 h, cooled to room temperature and diluted with dichloromethane (25 liters). The pH of the aqueous phase was adjusted to 3 with the addition of con...